Dataset: the Open Reaction Database (ORD), a public repository of structured organic reaction records. Task: describe an organic reaction: reactants, conditions, products, and yield The yield is 94.8%. Reactants: [OH-].[Li+] (lithium hydroxide), O (water), ClC=1C=C2C=C(NC2=CC1)C(=O)N[C@@H]1C[C@@H](CC[C@@H]1NC(=O)C=1SC=2CN(CCC2N1)C)C(=O)OC (Methyl (1R*,3R*,4S*)-3-{[(5-chloroindol-2-yl)carbonyl]-amino}-4-{[(5-methyl-4,5,6,7-tetrahydrothiazolo[5,4-c]-pyridin-2-yl)carbonyl]amino}cyclohexanecarboxylate). Reported procedure: The compound (1.20 g) obtained in Example 51 was dissolved in tetrahydrofuran (32 mL), and lithium hydroxide (60.8 mg) and water (4 mL) were successively added under ice cooling, followed by stirring at room temperature for 14 hours. The solvent was distilled away under reduced pressure to give the title compound (1.12 g). Yields the product ClC=1C=C2C=C(NC2=CC1)C(=O)N[C@@H]1C[C@@H](CC[C@@H]1NC(=O)C=1SC=2CN(CCC2N1)C)C(=O)[O-].[Li+] (Lithium (1R*,3R*,4S*)-3-{[(5-Chloroindol-2-yl)carbonyl]-amino}-4-{[(5-methyl-4,5,6,7-tetrahydrothiazolo[5,4-c]-pyridin-2-yl)carbonyl]amino}cyclohexanecarboxylate). Reaction SMILES: [Cl:1][C:2]1[CH:3]=[C:4]2[C:8](=[CH:9][CH:10]=1)[NH:7][C:6]([C:11]([NH:13][C@H:14]1[C@@H:19]([NH:20][C:21]([C:23]3[S:24][C:25]4[CH2:26][N:27]([CH3:32])[CH2:28][CH2:29][C:30]=4[N:31]=3)=[O:22])[CH2:18][CH2:17][C@@H:16]([C:33]([O:35]C)=[O:34])[CH2:15]1)=[O:12])=[CH:5]2.[OH-].[Li+:38].O>O1CCCC1>[Cl:1][C:2]1[CH:3]=[C:4]2[C:8](=[CH:9][CH:10]=1)[NH:7][C:6]([C:11]([NH:13][C@H:14]1[C@@H:19]([NH:20][C:21]([C:23]3[S:24][C:25]4[CH2:26][N:27]([CH3:32])[CH2:28][CH2:29][C:30]=4[N:31]=3)=[O:22])[CH2:18][CH2:17][C@@H:16]([C:33]([O-:35])=[O:34])[CH2:15]1)=[O:12])=[CH:5]2.[Li+:38] |f:1.2,5.6|. Run in O1CCCC1 (tetrahydrofuran). Reaction conditions: time 14 hour. Product: CCOC(=O)N1CCC(CN)C(OCC)C1. Starting materials: CCOC(=O)N1CCC(C#N)C(OCC)C1, CO, [H][H], N. Reaction SMILES: [C:1](#[N:2])[CH:3]1[CH:4]([O:14][CH2:15][CH3:16])[CH2:5][N:6]([C:9](=[O:10])[O:11][CH2:12][CH3:13])[CH2:7][CH2:8]1.[CH3:20][OH:21].[H:18][H:19].[NH3:17]>>[CH2:1]([NH2:2])[CH:3]1[CH:4]([O:14][CH2:15][CH3:16])[CH2:5][N:6]([C:9](=[O:10])[O:11][CH2:12][CH3:13])[CH2:7][CH2:8]1. Reactants: BrC1=CC=C(C=C1)C1(CC1)C1=NN=C2N1CCSC(C2)(C)CO[Si](C)(C)C(C)(C)C (3-[1-(4-Bromophenyl)cyclopropyl]-8-({[tert-butyl(dimethyl)silyl]oxy}methyl)-8-methyl-5,6,8,9-tetrahydro[1,2,4]triazolo[4,3-d][1,4]thiazepine), CC1=NNC=C1B1OC(C)(C)C(C)(C)O1 (3-methyl-1H-pyrazole-4-boronic acid pinacol ester), C([O-])([O-])=O.[K+].[K+] (potassium carbonate). Reagents/catalysts: C=1C=CC(=CC1)[P](C=2C=CC=CC2)(C=3C=CC=CC3)[Pd]([P](C=4C=CC=CC4)(C=5C=CC=CC5)C=6C=CC=CC6)([P](C=7C=CC=CC7)(C=8C=CC=CC8)C=9C=CC=CC9)[P](C=1C=CC=CC1)(C=1C=CC=CC1)C=1C=CC=CC1 (tetrakis(triphenylphosphine)palladium(0)). The solvent is COCCOC (1,2-dimethoxyethane), O (water), O (water). Product: [Si](C)(C)(C(C)(C)C)OCC1(CC=2N(CCS1)C(=NN2)C2(CC2)C2=CC=C(C=C2)C=2C(=NNC2)C)C (8-({[Tert-butyl(dimethyl)silyl]oxy}methyl)-8-methyl-3-{1-[4-(3-methyl-1H-pyrazol-4-yl)phenyl]cyclopropyl}-5,6,8,9-tetrahydro[1,2,4]triazolo[4,3-d][1,4]thiazepine). Isolated yield 70.8%. Reaction SMILES: Br[C:2]1[CH:7]=[CH:6][C:5]([C:8]2([C:11]3[N:15]4[CH2:16][CH2:17][S:18][C:19]([CH2:22][O:23][Si:24]([C:27]([CH3:30])([CH3:29])[CH3:28])([CH3:26])[CH3:25])([CH3:21])[CH2:20][C:14]4=[N:13][N:12]=3)[CH2:10][CH2:9]2)=[CH:4][CH:3]=1.[CH3:31][C:32]1[C:36](B2OC(C)(C)C(C)(C)O2)=[CH:35][NH:34][N:33]=1.C(=O)([O-])[O-].[K+].[K+]>COCCOC.O.C1C=CC([P]([Pd]([P](C2C=CC=CC=2)(C2C=CC=CC=2)C2C=CC=CC=2)([P](C2C=CC=CC=2)(C2C=CC=CC=2)C2C=CC=CC=2)[P](C2C=CC=CC=2)(C2C=CC=CC=2)C2C=CC=CC=2)(C2C=CC=CC=2)C2C=CC=CC=2)=CC=1>[Si:24]([O:23][CH2:22][C:19]1([CH3:21])[S:18][CH2:17][CH2:16][N:15]2[C:11]([C:8]3([C:5]4[CH:6]=[CH:7][C:2]([C:36]5[C:32]([CH3:31])=[N:33][NH:34][CH:35]=5)=[CH:3][CH:4]=4)[CH2:10][CH2:9]3)=[N:12][N:13]=[C:14]2[CH2:20]1)([C:27]([CH3:30])([CH3:29])[CH3:28])([CH3:26])[CH3:25] |f:2.3.4,^1:62,64,83,102|. Reported procedure: A solution of the compound (300 mg, 0.59 mmol) obtained in Example 16-4), 3-methyl-1H-pyrazole-4-boronic acid pinacol ester (135 mg, 0.65 mmol), tetrakis(triphenylphosphine)palladium(0) (68 mg, 0.06 mmol), and potassium carbonate (163 mg, 1.18 mmol) in 1,2-dimethoxyethane (3 mL) and water (1.5 mL) was stirred at 120° C. for 1 h under microwave irradiation. The reaction mixture was cooled to room temperature, water (3 mL) was added to the reaction mixture, the mixture was extracted with ethyl ace... Starting materials: I.NC1CC(CCC1)N1C(C=2C(C=3C(=CC=CC13)Cl)=NOC2C)=O (5-(3-Aminocyclohexyl)-9-chloro-3-methyl-5H-isoxazolo[4,3-c]quinolin-4-one Hydroiodide), C(=O)(O)[O-].[Na+] (NaHCO3). Product: NC1CC(CCC1)N1C(C=2C(C=3C(=CC=CC13)Cl)=NOC2C)=O (5-(3-Amino-cyclohexyl)-9-chloro-3-methyl-5H-isoxazolo[4,3-c]quinolin4-one). Isolated yield 98.0%. As a reaction SMILES: I.[NH2:2][CH:3]1[CH2:8][CH2:7][CH2:6][CH:5]([N:9]2[C:18]3[CH:17]=[CH:16][CH:15]=[C:14]([Cl:19])[C:13]=3[C:12]3=[N:20][O:21][C:22]([CH3:23])=[C:11]3[C:10]2=[O:24])[CH2:4]1.C([O-])(O)=O.[Na+]>>[NH2:2][CH:3]1[CH2:8][CH2:7][CH2:6][CH:5]([N:9]2[C:18]3[CH:17]=[CH:16][CH:15]=[C:14]([Cl:19])[C:13]=3[C:12]3=[N:20][O:21][C:22]([CH3:23])=[C:11]3[C:10]2=[O:24])[CH2:4]1 |f:0.1,2.3|. Reported procedure: A compound from Example 634 (350 mg,0.95 mmol) was treated with excess aqueous NaHCO3 and the mixture extracted with EtOAc. The combined extracts were dried over Na2SO4 and concentrated in vacuo to yield 309 mg (98%) of the title compound.